From a dataset of the Open Reaction Database (ORD), a public repository of structured organic reaction records. describe an organic reaction: reactants, conditions, products, and yield The reactants are CCCCP(CCCC)CCCC, Cc1ccccc1, CCC(O)c1ccc2nc(-c3ccc(C(F)(F)F)cc3)sc2c1, O=C(N=NC(=O)N1CCCCC1)N1CCCCC1, CN(C)C=O, O, COC(=O)CCc1ccc(S)cc1C. Yields the product CCC(Sc1ccc(CCC(=O)OC)c(C)c1)c1ccc2nc(-c3ccc(C(F)(F)F)cc3)sc2c1. As a reaction SMILES: [CH2:1]([P:2]([CH2:3][CH2:4][CH2:5][CH3:6])[CH2:7][CH2:8][CH2:9][CH3:10])[CH2:11][CH2:12][CH3:13].[CH3:69][c:70]1[cH:71][cH:72][cH:73][cH:74][cH:75]1.[F:14][C:15]([c:16]1[cH:17][cH:18][c:19](-[c:22]2[s:23][c:24]3[c:25]([n:26]2)[cH:27][cH:28][c:29]([CH:31]([CH2:32][CH3:33])[OH:34])[cH:30]3)[cH:20][cH:21]1)([F:35])[F:36].[N:51]([C:52]([N:53]1[CH2:54][CH2:55][CH2:56][CH2:57][CH2:58]1)=[O:59])=[N:60][C:61]([N:62]1[CH2:63][CH2:64][CH2:65][CH2:66][CH2:67]1)=[O:68].[O:76]=[CH:77][N:78]([CH3:79])[CH3:80].[OH2:81].[SH:37][c:38]1[cH:39][c:40]([CH3:50])[c:41]([CH2:44][CH2:45][C:46](=[O:47])[O:48][CH3:49])[cH:42][cH:43]1>>[F:14][C:15]([c:16]1[cH:17][cH:18][c:19](-[c:22]2[s:23][c:24]3[c:25]([n:26]2)[cH:27][cH:28][c:29]([CH:31]([CH2:32][CH3:33])[S:37][c:38]2[cH:39][c:40]([CH3:50])[c:41]([CH2:44][CH2:45][C:46](=[O:47])[O:48][CH3:49])[cH:42][cH:43]2)[cH:30]3)[cH:20][cH:21]1)([F:35])[F:36].